describe an organic reaction: reactants, conditions, products, and yield From a dataset of the Open Reaction Database (ORD), a public repository of structured organic reaction records. Reactants: BrCC1=CC(=CC=C1)[N+](=O)[O-] (1-(bromomethyl)-3-nitrobenzene), ClC=1C=NC=C(C1NC1=CC(OC2=C(C(=CC=C12)OC)O)=O)Cl (4-(3,5-dichloropyridin-4-ylamino)-8-hydroxy-7-methoxy-2H-chromen-2-one). Yields the product ClC=1C=NC=C(C1NC1=CC(OC2=C(C(=CC=C12)OC)OCC1=CC(=CC=C1)[N+](=O)[O-])=O)Cl (4-(3,5-Dichloropyridin-4-ylamino)-7-methoxy-8-(3-nitrobenzyloxy)-2H-chromen-2-one). As a reaction SMILES: Br[CH2:2][C:3]1[CH:8]=[CH:7][CH:6]=[C:5]([N+:9]([O-:11])=[O:10])[CH:4]=1.[Cl:12][C:13]1[CH:14]=[N:15][CH:16]=[C:17]([Cl:34])[C:18]=1[NH:19][C:20]1[C:29]2[C:24](=[C:25]([OH:32])[C:26]([O:30][CH3:31])=[CH:27][CH:28]=2)[O:23][C:22](=[O:33])[CH:21]=1>>[Cl:12][C:13]1[CH:14]=[N:15][CH:16]=[C:17]([Cl:34])[C:18]=1[NH:19][C:20]1[C:29]2[C:24](=[C:25]([O:32][CH2:2][C:3]3[CH:8]=[CH:7][CH:6]=[C:5]([N+:9]([O-:11])=[O:10])[CH:4]=3)[C:26]([O:30][CH3:31])=[CH:27][CH:28]=2)[O:23][C:22](=[O:33])[CH:21]=1. Procedure: The title compound was prepared from 1-(bromomethyl)-3-nitrobenzene and 4-(3,5-dichloropyridin-4-ylamino)-8-hydroxy-7-methoxy-2H-chromen-2-one (Example 29) following the procedure outlined in Example 25. 1H NMR (400 MHz, DMSO-d6): δ 9.55 (s, 1H), 8.81 (s, 2H), 8.40 (s, 1H), 8.19 (ddd, 1H), 7.99 (d, 1H), 7.95 (d, 1H), 7.68 (t, 1H), 7.24 (d, 1H), 5.20 (s, 2H), 4.65 (s, 1H), 3.94 (s, 3H); MS (ESI): 487.8. Reactants: C=CC(=O)OCC, CN1CCCN2CCCN=C12, CC#N, c1ccc(C2(c3ccc4nc(-c5ccc6[nH]cnc6c5)sc4n3)CC2)cc1. Yields the product CCOC(=O)CCn1cnc2cc(-c3nc4ccc(C5(c6ccccc6)CC5)nc4s3)ccc21. RXN SMILES: [C:39]([CH:40]=[CH2:41])(=[O:42])[O:43][CH2:44][CH3:45].[CH3:28][N:29]1[CH2:30][CH2:31][CH2:32][N:33]2[C:34]1=[N:35][CH2:36][CH2:37][CH2:38]2.[CH3:46][C:47]#[N:48].[nH:1]1[cH:2][n:3][c:4]2[c:5]1[cH:6][cH:7][c:8](-[c:10]1[s:11][c:12]3[n:13][c:14]([C:19]4([c:22]5[cH:23][cH:24][cH:25][cH:26][cH:27]5)[CH2:20][CH2:21]4)[cH:15][cH:16][c:17]3[n:18]1)[cH:9]2>>[n:1]1([CH2:41][CH2:40][C:39](=[O:42])[O:43][CH2:44][CH3:45])[cH:2][n:3][c:4]2[c:5]1[cH:6][cH:7][c:8](-[c:10]1[s:11][c:12]3[n:13][c:14]([C:19]4([c:22]5[cH:23][cH:24][cH:25][cH:26][cH:27]5)[CH2:20][CH2:21]4)[cH:15][cH:16][c:17]3[n:18]1)[cH:9]2. Starting materials: Oc1ccc2ncc(Br)cc2c1, [C-]#N, CN1CCCC1=O, [Cl-], [NH4+], N#C[Na], O. The product is N#Cc1cnc2ccc(O)cc2c1. RXN SMILES: [Br:1][c:2]1[cH:3][n:4][c:5]2[cH:6][cH:7][c:8]([OH:12])[cH:9][c:10]2[cH:11]1.[C-:13]#[N:14].[CH3:20][N:21]1[C:22](=[O:23])[CH2:24][CH2:25][CH2:26]1.[Cl-:18].[NH4+:19].[Na:15][C:16]#[N:17].[OH2:27]>>[c:2]1([C:16]#[N:17])[cH:3][n:4][c:5]2[cH:6][cH:7][c:8]([OH:12])[cH:9][c:10]2[cH:11]1. The reactants are Cl (HCl), ClCC1=CC=CC(=N1)C(=O)NC1=C2C=NN(C2=CC(=C1)C=1C=NC(=C(C1)NS(=O)(=O)C)Cl)S(=O)(=O)C1=CC=CC=C1 (6-(Chloromethyl)-N-[6-{6-chloro-5-[(methylsulfonyl)amino]-3-pyridinyl}-1-(phenylsulfonyl)-1H-indazol-4-yl]-2-pyridinecarboxamide), [OH-].[Na+] (NaOH), N1CCCCC1 (piperidine), amine. The solvent is CN(C)C=O.CC(=O)C.O (DMF Acetone Water), CC(C)O (IPA). Run at temperature 90 celsius, time 2 hour. Yields the product C(=O)O.ClC1=C(C=C(C=N1)C1=CC(=C2C=NNC2=C1)NC(=O)C1=NC(=CC=C1)CN1CCCCC1)NS(=O)(=O)C (Formic acid N-(6-{6-chloro-5-[(methylsulfonyl)amino]-3-pyridinyl}-1H-indazol-4-yl)-6-(1-piperidinylmethyl)-2-pyridinecarboxamide). RXN SMILES: Cl[CH2:2][C:3]1[N:8]=[C:7]([C:9]([NH:11][C:12]2[CH:20]=[C:19]([C:21]3[CH:22]=[N:23][C:24]([Cl:32])=[C:25]([NH:27][S:28]([CH3:31])(=[O:30])=[O:29])[CH:26]=3)[CH:18]=[C:17]3[C:13]=2[CH:14]=[N:15][N:16]3S(C2C=CC=CC=2)(=O)=O)=[O:10])[CH:6]=[CH:5][CH:4]=1.[NH:42]1[CH2:47][CH2:46][CH2:45][CH2:44][CH2:43]1.[OH-:48].[Na+].Cl>CC(O)C.CN(C=O)C.CC(C)=O.O>[CH:9]([OH:10])=[O:48].[Cl:32][C:24]1[N:23]=[CH:22][C:21]([C:19]2[CH:18]=[C:17]3[C:13]([CH:14]=[N:15][NH:16]3)=[C:12]([NH:11][C:9]([C:7]3[CH:6]=[CH:5][CH:4]=[C:3]([CH2:2][N:42]4[CH2:47][CH2:46][CH2:45][CH2:44][CH2:43]4)[N:8]=3)=[O:10])[CH:20]=2)=[CH:26][C:25]=1[NH:27][S:28]([CH3:31])(=[O:29])=[O:30] |f:2.3,6.7.8,9.10|. Procedure details: 6-(Chloromethyl)-N-[6-{6-chloro-5-[(methylsulfonyl)amino]-3-pyridinyl}-1-(phenylsulfonyl)-1H-indazol-4-yl]-2-pyridinecarboxamide (50 mg, 0.079 mmol) and piperidine (0.5 ml, 5.05 mmol) were placed in a vial and heated in a microwave at 90° C. for 15 min. The amine was blown off under a stream of nitrogen to give an orange gum which was suspended in IPA (2 ml) and 2M NaOH (1 ml) was added. The mixture was stirred at room temperature for 2 hours then neutralised with 2M HCl (aq.) and the solvent wa... Starting materials: [Al+3], CCCCCC1CCC(c2ccc(-c3ccc(C=O)cc3)cc2)CC1, [H-], [H-], [H-], [H-], [Li+], C1CCOC1. Product: CCCCCC1CCC(c2ccc(-c3ccc(CO)cc3)cc2)CC1. As a reaction SMILES: [Al+3:2].[CH2:7]([CH2:8][CH2:9][CH2:10][CH3:11])[CH:12]1[CH2:13][CH2:14][CH:15]([c:18]2[cH:19][cH:20][c:21](-[c:24]3[cH:25][cH:26][c:27]([CH:30]=[O:31])[cH:28][cH:29]3)[cH:22][cH:23]2)[CH2:16][CH2:17]1.[H-:1].[H-:4].[H-:5].[H-:6].[Li+:3].[O:32]1[CH2:33][CH2:34][CH2:35][CH2:36]1>>[CH2:7]([CH2:8][CH2:9][CH2:10][CH3:11])[CH:12]1[CH2:13][CH2:14][CH:15]([c:18]2[cH:19][cH:20][c:21](-[c:24]3[cH:25][cH:26][c:27]([CH2:30][OH:31])[cH:28][cH:29]3)[cH:22][cH:23]2)[CH2:16][CH2:17]1. Reactants: ice water, C(C)(=O)C1=C(C(=C(C=C1)SCCCCSC=1NC2=C(N1)C=CC(=C2)C(=O)OCC)CCC)O (ethyl 2-[4-(4-acetyl-3-hydroxy-2-propylphenylthio)butylthio]benzimidazole-5-carboxylate), O1CCOCC1 (1,4-dioxane), [OH-].[Na+] (sodium hydroxide), Cl (hydrochloric acid). The solvent is O (water). Reaction conditions: temperature 60 celsius, time 2 hour. Yields the product C(C)(=O)C1=C(C(=C(C=C1)SCCCCSC=1NC2=C(N1)C=CC(=C2)C(=O)O)CCC)O (2-[4-(4-Acetyl-3-hydroxy-2-propylphenylthio)butylthio]benzimidazole-5-carboxylic acid). Isolated yield 64.5%. As a reaction SMILES: [C:1]([C:4]1[CH:9]=[CH:8][C:7]([S:10][CH2:11][CH2:12][CH2:13][CH2:14][S:15][C:16]2[NH:17][C:18]3[CH:24]=[C:23]([C:25]([O:27]CC)=[O:26])[CH:22]=[CH:21][C:19]=3[N:20]=2)=[C:6]([CH2:30][CH2:31][CH3:32])[C:5]=1[OH:33])(=[O:3])[CH3:2].O1CCOCC1.[OH-].[Na+].Cl>O>[C:1]([C:4]1[CH:9]=[CH:8][C:7]([S:10][CH2:11][CH2:12][CH2:13][CH2:14][S:15][C:16]2[NH:17][C:18]3[CH:24]=[C:23]([C:25]([OH:27])=[O:26])[CH:22]=[CH:21][C:19]=3[N:20]=2)=[C:6]([CH2:30][CH2:31][CH3:32])[C:5]=1[OH:33])(=[O:3])[CH3:2] |f:2.3|. Reported procedure: A mixture of ethyl 2-[4-(4-acetyl-3-hydroxy-2-propylphenylthio)butylthio]benzimidazole-5-carboxylate (2.50 g), 1,4-dioxane (30 ml) and sodium hydroxide (1.03 g) in water (30 ml) was stirred at 60 ° C. for 2 hours. This mixture was poured into ice-water, made acidic with concentrated hydrochloric acid and extracted with ethyl acetate. The organic layer was washed with water, dried over anhydrous sodium sulfate and evaporated. The resulting residue was purified by silica gel column chromatography,...